Task: describe an organic reaction: reactants, conditions, products, and yield. Dataset: the Open Reaction Database (ORD), a public repository of structured organic reaction records Reaction SMILES: Br[C:2]1[CH:7]=[CH:6][C:5]([C:8]2[O:12][N:11]=[C:10]([CH3:13])[C:9]=2[NH:14][CH:15]([CH3:26])[CH2:16][C:17]([CH3:25])([C:19]2[CH:24]=[CH:23][CH:22]=[CH:21][CH:20]=2)[CH3:18])=[CH:4][CH:3]=1.[CH2:27]([O:29][C:30](=[O:50])[CH2:31][C:32]1([C:35]2[CH:40]=[CH:39][C:38](B3OC(C)(C)C(C)(C)O3)=[CH:37][CH:36]=2)[CH2:34][CH2:33]1)[CH3:28]>>[CH2:27]([O:29][C:30](=[O:50])[CH2:31][C:32]1([C:35]2[CH:36]=[CH:37][C:38]([C:2]3[CH:3]=[CH:4][C:5]([C:8]4[O:12][N:11]=[C:10]([CH3:13])[C:9]=4[NH:14][CH:15]([CH3:26])[CH2:16][C:17]([CH3:25])([C:19]4[CH:24]=[CH:23][CH:22]=[CH:21][CH:20]=4)[CH3:18])=[CH:6][CH:7]=3)=[CH:39][CH:40]=2)[CH2:33][CH2:34]1)[CH3:28]. Procedure: Prepared according to the procedure described in Example 1, Step 7, using [5-(4-bromo-phenyl)-3-methyl-isoxazol-4-yl]-(1,3-dimethyl-3-phenyl-butyl)-amine and {1-[4-(4,4,5,5-tetramethyl-[1,3,2]dioxaborolan-2-yl)-phenyl]-cyclopropyl}-acetic acid ethyl ester. The reactants are BrC1=CC=C(C=C1)C1=C(C(=NO1)C)NC(CC(C)(C1=CC=CC=C1)C)C ([5-(4-bromo-phenyl)-3-methyl-isoxazol-4-yl]-(1,3-dimethyl-3-phenyl-butyl)-amine), C(C)OC(CC1(CC1)C1=CC=C(C=C1)B1OC(C(O1)(C)C)(C)C)=O ({1-[4-(4,4,5,5-tetramethyl-[1,3,2]dioxaborolan-2-yl)-phenyl]-cyclopropyl}-acetic acid ethyl ester). Product: C(C)OC(CC1(CC1)C1=CC=C(C=C1)C1=CC=C(C=C1)C1=C(C(=NO1)C)NC(CC(C)(C1=CC=CC=C1)C)C)=O ((1-{4′-[4-(1,3-Dimethyl-3-phenyl-butylamino)-3-methyl-isoxazol-5-yl]-biphenyl-4-yl}-cyclopropyl)-acetic acid ethyl ester). Reactants: B, O=Cc1cc(F)cc(Br)c1F, C1CCOC1, C1CCOC1, O. Product: OCc1cc(F)cc(Br)c1F. RXN SMILES: [BH3:22].[Br:1][c:2]1[c:3]([F:11])[c:4]([CH:5]=[O:6])[cH:7][c:8]([F:10])[cH:9]1.[O:12]1[CH2:13][CH2:14][CH2:15][CH2:16]1.[O:17]1[CH2:18][CH2:19][CH2:20][CH2:21]1.[OH2:23]>>[Br:1][c:2]1[c:3]([F:11])[c:4]([CH2:5][OH:6])[cH:7][c:8]([F:10])[cH:9]1.